This data is from the Open Reaction Database (ORD), a public repository of structured organic reaction records. The task is: describe an organic reaction: reactants, conditions, products, and yield The reactants are C1CCC2=NCCCN2CC1, COc1ccc(C=O)cc1, ClCCl, O=Nc1ccccc1. Product: COc1ccc(C(=O)N(O)c2ccccc2)cc1. RXN SMILES: [CH2:1]1[CH2:2][CH2:3][C:4]2=[N:9][CH2:8][CH2:7][CH2:6][N:5]2[CH2:10][CH2:11]1.[CH3:12][O:13][c:14]1[cH:15][cH:16][c:17]([CH:18]=[O:19])[cH:20][cH:21]1.[Cl:30][CH2:31][Cl:32].[O:22]=[N:23][c:24]1[cH:25][cH:26][cH:27][cH:28][cH:29]1>>[CH3:12][O:13][c:14]1[cH:15][cH:16][c:17]([C:18](=[O:19])[N:23]([OH:22])[c:24]2[cH:25][cH:26][cH:27][cH:28][cH:29]2)[cH:20][cH:21]1. The reactants are ICOC(=O)OCC(=O)OCC1=CC=CC=C1 (phenylmethyl ({[(iodomethyl)oxy]carbonyl}oxy)acetate), [Na].FC1=C(C=CC(=C1)F)CNC(=O)C=1C(C(=C2N(C[C@@H]3N(C2=O)[C@H](CO3)C)C1)O)=O ((3S,11aR)—N-[(2,4-difluorophenyl)methyl]-6-hydroxy-3-methyl-5,7-dioxo-2,3,5,7,11,11a-hexahydro[1,3]oxazolo[3,2-a]pyrido[1,2-d]pyrazine-8-carboxamide sodium salt), C([O-])([O-])=O.[K+].[K+] (potassium carbonate). The reagents and catalysts are S(=O)(=O)(O)[O-].C(CCC)[N+](CCCC)(CCCC)CCCC (tetrabutylammonium hydrogen sulfate). Yields the product FC1=C(C=CC(=C1)F)CNC(=O)C=1C(C(=C2N(C[C@@H]3N(C2=O)[C@H](CO3)C)C1)OCOC(=O)OCC(=O)OCC1=CC=CC=C1)=O (Phenylmethyl ({[({[(3S,11aR)-8-({[(2,4-difluorophenyl)methyl]amino}carbonyl)-3-methyl-5,7-dioxo-2,3,5,7,11,11a-hexahydro[1,3]oxazolo[3,2-a]pyrido[1,2-d]pyrazin-6-yl]oxy}methyl)oxy]carbonyl}oxy)acetate). As a reaction SMILES: I[CH2:2][O:3][C:4]([O:6][CH2:7][C:8]([O:10][CH2:11][C:12]1[CH:17]=[CH:16][CH:15]=[CH:14][CH:13]=1)=[O:9])=[O:5].[Na].[F:19][C:20]1[CH:25]=[C:24]([F:26])[CH:23]=[CH:22][C:21]=1[CH2:27][NH:28][C:29]([C:31]1[C:32](=[O:47])[C:33]([OH:46])=[C:34]2[C:39](=[O:40])[N:38]3[C@@H:41]([CH3:44])[CH2:42][O:43][C@@H:37]3[CH2:36][N:35]2[CH:45]=1)=[O:30].C(=O)([O-])[O-].[K+].[K+]>S([O-])(O)(=O)=O.C([N+](CCCC)(CCCC)CCCC)CCC>[F:19][C:20]1[CH:25]=[C:24]([F:26])[CH:23]=[CH:22][C:21]=1[CH2:27][NH:28][C:29]([C:31]1[C:32](=[O:47])[C:33]([O:46][CH2:2][O:3][C:4]([O:6][CH2:7][C:8]([O:10][CH2:11][C:12]2[CH:17]=[CH:16][CH:15]=[CH:14][CH:13]=2)=[O:9])=[O:5])=[C:34]2[C:39](=[O:40])[N:38]3[C@@H:41]([CH3:44])[CH2:42][O:43][C@@H:37]3[CH2:36][N:35]2[CH:45]=1)=[O:30] |f:1.2,3.4.5,6.7,^1:17|. Procedure details: The title compound was prepared from phenylmethyl ({[(iodomethyl)oxy]carbonyl}oxy)acetate (819 mg, 2.34 mmol), 1b (500 mg, 1.17 mmol), potassium carbonate (485 mg, 3.51 mmol), and tetrabutylammonium hydrogen sulfate (397 mg, 1.17 mmol), using a similar process to that described in example 1. 1H NMR (CDCl3) δ 10.18 (m, 1H), 8.36 (s, 1H), 7.34-7.27 (m, 6H), 6.76 (m, 2H), 5.98 (d, J=6.8 Hz, 1H), 5.85 (d, J=6.4 Hz, 1H), 5.27 (dd, J=10, 4 Hz, 1H), 5.15 (s, 2H), 4.66 (s, 2H), 4.60 (m, 2H), 4.39-4.23 (... Product: C/C(=C/COC1OCCCC1)/CC\C=C(\CCC=C(C)C)/C (tetrahydro-2-[[(2Z,6E)-3,7,11-trimethyl-2,6,10-dodecatrienyl]oxy]-2H-pyran). Reaction SMILES: [CH3:1]/[C:2](/[CH2:6][CH2:7]/[CH:8]=[C:9](\[CH3:16])/[CH2:10][CH2:11][CH2:12][C:13]([CH3:15])=[CH2:14])=[CH:3]/[CH2:4][OH:5].[C:17]1(C)C=[CH:21][C:20](S(O)(=O)=O)=[CH:19][CH:18]=1.[OH2:28]>O1C=CCCC1>[CH3:1]/[C:2](/[CH2:6][CH2:7]/[CH:8]=[C:9](\[CH3:16])/[CH2:10][CH2:11][CH:12]=[C:13]([CH3:15])[CH3:14])=[CH:3]/[CH2:4][O:5][CH:21]1[CH2:20][CH2:19][CH2:18][CH2:17][O:28]1. Starting materials: C/C(=C/CO)/CC\C=C(\CCCC(=C)C)/C ((2Z,6E)-3,7,11-trimethyl-2,6,11-dodecatrien-1-ol), C1(=CC=C(C=C1)S(=O)(=O)O)C (p-toluenesulfonic acid), O (water). Conditions: time 2 hour. Procedure details: A solution of 1 g (0.0045 mol) (2Z,6E)-3,7,11-trimethyl-2,6,11-dodecatrien-1-ol in 32 ml of 3,4-dihydro-2H-pyran is treated at 0° with 91 mg of p-toluenesulfonic acid. The solution is stirred at the same temperature for 2 hours under argon. After the addition of 100 ml of water the mixture is extracted with ether. The organic phase is washed with sodium bicarbonate solution. After drying and removing the solvent the residue is chromatographed on silica gel with ether-hexane 1:1. There is obtaine... Solvent: O1CCCC=C1 (3,4-dihydro-2H-pyran). Starting materials: C(CC(O)(C(=O)O)CC(=O)O)(=O)O (citric acid), C(#N)C1=C(C(=C(C2=C1N=C(O2)C2CC2)C(CNC(OC(C)(C)C)=O)=C)C2=CC=CC=C2)C (tert-Butyl [2-(4-cyano-2-cyclopropyl-5-methyl-6-phenyl-1,3-benzoxazol-7-yl)prop-2-en-1-yl]carbamate), C(C=C)Br (allyl bromide), [H-].[Na+] (sodium hydride). The solvent is CN(C=O)C (dimethylformamide). Reaction conditions: time 2 hour. Product: C(C=C)N(C(OC(C)(C)C)=O)CC(=C)C1=C(C(=C(C=2N=C(OC21)C2CC2)C#N)C)C2=CC=CC=C2 (tert-Butyl allyl[2-(4-cyano-2-cyclopropyl-5-methyl-6-phenyl-1,3-benzoxazol-7-yl)prop-2-en-1-yl]carbamate). Yield: 98.9%. RXN SMILES: [C:1]([C:3]1[C:8]2[N:9]=[C:10]([CH:12]3[CH2:14][CH2:13]3)[O:11][C:7]=2[C:6]([C:15](=[CH2:25])[CH2:16][NH:17][C:18](=[O:24])[O:19][C:20]([CH3:23])([CH3:22])[CH3:21])=[C:5]([C:26]2[CH:31]=[CH:30][CH:29]=[CH:28][CH:27]=2)[C:4]=1[CH3:32])#[N:2].[CH2:33](Br)[CH:34]=[CH2:35].[H-].[Na+].C(O)(=O)CC(CC(O)=O)(C(O)=O)O>CN(C)C=O>[CH2:35]([N:17]([CH2:16][C:15]([C:6]1[C:7]2[O:11][C:10]([CH:12]3[CH2:14][CH2:13]3)=[N:9][C:8]=2[C:3]([C:1]#[N:2])=[C:4]([CH3:32])[C:5]=1[C:26]1[CH:27]=[CH:28][CH:29]=[CH:30][CH:31]=1)=[CH2:25])[C:18](=[O:24])[O:19][C:20]([CH3:23])([CH3:22])[CH3:21])[CH:34]=[CH2:33] |f:2.3|. Procedure: tert-Butyl [2-(4-cyano-2-cyclopropyl-5-methyl-6-phenyl-1,3-benzoxazol-7-yl)prop-2-en-1-yl]carbamate (I-325) (97.0 mg, 0.226 mmol) and allyl bromide (28.7 μl, 0.339 mmol) were dissolved in dimethylformamide (2 ml), then with cooling with ice, sodium hydride (55% w/w) (11.8 mg, 0.271 mmol) was added, followed by stirring for 2 hours with cooling with ice. With cooling with ice, aqueous 10% citric acid solution was added to the reaction liquid, followed by concentration under reduced pressure. The ... Reactants: C1CCOC1, Cc1cc(C)c(O)c(C)c1, CC(C)(C)[O-], CCC(CC)Oc1cc(C)nc(Cl)c1[N+](=O)[O-], [K+]. The product is CCC(CC)Oc1cc(C)nc(Oc2c(C)cc(C)cc2C)c1[N+](=O)[O-]. RXN SMILES: [CH2:34]1[O:35][CH2:36][CH2:37][CH2:38]1.[CH3:18][c:19]1[c:20]([OH:27])[c:21]([CH3:26])[cH:22][c:23]([CH3:25])[cH:24]1.[CH3:28][C:29]([CH3:30])([O-:31])[CH3:32].[Cl:1][c:2]1[n:3][c:4]([CH3:17])[cH:5][c:6]([O:11][CH:12]([CH2:13][CH3:14])[CH2:15][CH3:16])[c:7]1[N+:8](=[O:9])[O-:10].[K+:33]>>[c:2]1([O:27][c:20]2[c:19]([CH3:18])[cH:24][c:23]([CH3:25])[cH:22][c:21]2[CH3:26])[n:3][c:4]([CH3:17])[cH:5][c:6]([O:11][CH:12]([CH2:13][CH3:14])[CH2:15][CH3:16])[c:7]1[N+:8](=[O:9])[O-:10]. The reactants are ClC(Cl)Cl, Fc1ccc(C2CCCN2)cc1, Cc1ccc(S(=O)(=O)Cl)cc1. The product is Cc1ccc(S(=O)(=O)N2CCCC2c2ccc(F)cc2)cc1. Reaction SMILES: [Cl:24][CH:25]([Cl:26])[Cl:27].[F:1][c:2]1[cH:3][cH:4][c:5]([CH:8]2[NH:9][CH2:10][CH2:11][CH2:12]2)[cH:6][cH:7]1.[c:13]1([CH3:23])[cH:14][cH:15][c:16]([S:19](=[O:20])(=[O:21])[Cl:22])[cH:17][cH:18]1>>[F:1][c:2]1[cH:3][cH:4][c:5]([CH:8]2[N:9]([S:19]([c:16]3[cH:15][cH:14][c:13]([CH3:23])[cH:18][cH:17]3)(=[O:20])=[O:21])[CH2:10][CH2:11][CH2:12]2)[cH:6][cH:7]1. The reactants are ice, C(C1=CC=CC=C1)OC(NCC(NCC1=C(C=C(C=C1)NC(=O)NCCOC(C)=O)CC1=C(C=CC=C1)F)=O)=O (benzyl{[[2-(o-fluorobenzyl)-4-[3-(2-acetoxyethyl)ureido]phenyl]methylcarbamoyl]methyl}carbamate), C(C)(=O)O (acetic acid), C[O-].[Na+] (sodium methylate). Solvent: CO (methanol). Reaction conditions: time 1 hour. Yields the product C(C1=CC=CC=C1)OC(NCC(NCC1=C(C=C(C=C1)NC(=O)NCCO)C(C1=C(C=CC=C1)F)=O)=O)=O (benzyl{[[2-(o-fluorobenzoyl)-4-[3-(2-hydroxyethyl)ureido]phenyl]methylcarbamoyl]methyl}carbamate). As a reaction SMILES: [CH2:1]([O:8][C:9](=[O:40])[NH:10][CH2:11][C:12](=[O:39])[NH:13][CH2:14][C:15]1[CH:20]=[CH:19][C:18]([NH:21][C:22]([NH:24][CH2:25][CH2:26][O:27]C(=O)C)=[O:23])=[CH:17][C:16]=1[CH2:31][C:32]1[CH:37]=[CH:36][CH:35]=[CH:34][C:33]=1[F:38])[C:2]1[CH:7]=[CH:6][CH:5]=[CH:4][CH:3]=1.C[O-].[Na+].C(O)(=[O:46])C>CO>[CH2:1]([O:8][C:9](=[O:40])[NH:10][CH2:11][C:12](=[O:39])[NH:13][CH2:14][C:15]1[CH:20]=[CH:19][C:18]([NH:21][C:22]([NH:24][CH2:25][CH2:26][OH:27])=[O:23])=[CH:17][C:16]=1[C:31](=[O:46])[C:32]1[CH:37]=[CH:36][CH:35]=[CH:34][C:33]=1[F:38])[C:2]1[CH:7]=[CH:6][CH:5]=[CH:4][CH:3]=1 |f:1.2|. Reported procedure: 250 mg of benzyl{[[2-(o-fluorobenzyl)-4-[3-(2-acetoxyethyl)ureido]phenyl]methylcarbamoyl]methyl}carbamate dissolved in 10 ml of absolute methanol are treated with 50 mg of sodium methylate, stirred at room temperature for 1 hour and buffered with a small amount of acetic acid. The mixture is poured on to ice/10% sodium bicarbonate and extracted with methylene chloride. The organic solution is dried over sodium sulphate, filtered and concentrated. After crystallisation from ether/ethanol, there i... The reactants are COC=1C=C2C(=CC=NC2=CC1OC)OC1=C(C=O)C=C(C=C1)OC (2-(6,7-dimethoxy-quinolin-4-yloxy)-5-methoxy-benzaldehyde), COC=1C=C2C(=CC=NC2=CC1OC)OC1=C(C=O)C=C(C=C1)OC (2-(6,7-dimethoxy-quinolin-4-yloxy)-5-methoxy-benzaldehyde), [Cl-].[NH4+] (ammonium chloride), S1C=NC=C1 (Thiazole), C(CCC)[Li] (n-Butyllithium). Run in O1CCCC1 (tetrahydrofuran), O1CCCC1 (tetrahydrofuran). Run at time 2 hour. The product is COC=1C=C2C(=CC=NC2=CC1OC)OC1=C(C=C(C=C1)OC)C(O)C=1SC=CN1 ([2-(6,7-dimethoxy-quinolin-4-yloxy)-5-methoxy-phenyl]-thiazol-2-yl-methanol). The yield is 52.0%. Reaction SMILES: [S:1]1[CH:5]=[CH:4][N:3]=[CH:2]1.C([Li])CCC.[CH3:11][O:12][C:13]1[CH:14]=[C:15]2[C:20](=[CH:21][C:22]=1[O:23][CH3:24])[N:19]=[CH:18][CH:17]=[C:16]2[O:25][C:26]1[CH:33]=[CH:32][C:31]([O:34][CH3:35])=[CH:30][C:27]=1[CH:28]=[O:29].[Cl-].[NH4+]>O1CCCC1>[CH3:11][O:12][C:13]1[CH:14]=[C:15]2[C:20](=[CH:21][C:22]=1[O:23][CH3:24])[N:19]=[CH:18][CH:17]=[C:16]2[O:25][C:26]1[CH:33]=[CH:32][C:31]([O:34][CH3:35])=[CH:30][C:27]=1[CH:28]([C:2]1[S:1][CH:5]=[CH:4][N:3]=1)[OH:29] |f:3.4|. Reported procedure: Thiazole (30 μl) was dissolved in tetrahydrofuran (1 ml) to prepare a solution which was cooled under an argon atmosphere to −78° C. n-Butyllithium (1.56 M hexane solution) (260 μl) was added to the cooled solution, and the mixture was stirred for 2 hr. A solution (2 ml) of 2-(6,7-dimethoxy-quinolin-4-yloxy)-5-methoxy-benzaldehyde (compound 26) (138 mg) in tetrahydrofuran was then added to the reaction solution, and the mixture was stirred at −78° C. for one hr. A saturated ammonium chloride sol... Reactants: C1(=CC=C(C=C1)C[C@H](C[C@H](C(=O)O)C)NC(=O)OC(C)(C)C)C1=CC=CC=C1 ((2R,4S)-5-biphenyl-4-yl-4-tert-butoxycarbonylamino-2-methylpentanoic acid), C(C)O (ethanol), S(O)(O)(=O)=O (sulphuric acid). Conditions: temperature 65 celsius, time 8 hour. Yields the product S(=O)(=O)(O)O.C(C)OC([C@@H](C[C@@H](CC1=CC=C(C=C1)C1=CC=CC=C1)N)C)=O ((2R,4S)-4-amino-5-biphenyl-4-yl-2-methylpentanoic acid ethyl ester hydrogen sulphate), C1(=CC=C(C=C1)C[C@H](C[C@H](C(=O)O)C)NC(=O)OC(C)(C)C)C1=CC=CC=C1 ((2R,4S)-5-biphenyl-4-yl-4-tert-butoxycarbonylamino-2-methylpentanoic acid). Reaction SMILES: [C:1]1([C:23]2[CH:28]=[CH:27][CH:26]=[CH:25][CH:24]=2)[CH:6]=[CH:5][C:4]([CH2:7][C@@H:8]([NH:15][C:16]([O:18][C:19]([CH3:22])([CH3:21])[CH3:20])=[O:17])[CH2:9][C@@H:10]([CH3:14])[C:11]([OH:13])=[O:12])=[CH:3][CH:2]=1.[S:29](=[O:33])(=[O:32])([OH:31])[OH:30].[CH2:34](O)[CH3:35]>>[S:29]([OH:33])([OH:32])(=[O:31])=[O:30].[CH2:34]([O:13][C:11](=[O:12])[C@H:10]([CH3:14])[CH2:9][C@H:8]([NH2:15])[CH2:7][C:4]1[CH:5]=[CH:6][C:1]([C:23]2[CH:24]=[CH:25][CH:26]=[CH:27][CH:28]=2)=[CH:2][CH:3]=1)[CH3:35].[C:1]1([C:23]2[CH:24]=[CH:25][CH:26]=[CH:27][CH:28]=2)[CH:2]=[CH:3][C:4]([CH2:7][C@@H:8]([NH:15][C:16]([O:18][C:19]([CH3:22])([CH3:20])[CH3:21])=[O:17])[CH2:9][C@@H:10]([CH3:14])[C:11]([OH:13])=[O:12])=[CH:5][CH:6]=1 |f:3.4|. Reported procedure: 10 g (2R,4S)-5-biphenyl-4-yl-4-tert-butoxycarbonylamino-2-methylpentanoic acid (3-a, R1=BOC, R2=R3=H) are added to ethanol (100 ml). The mixture is heated to 65° C. 2 ml of concentrated sulphuric acid is then added over 0.5 h. The mixture is then stirred overnight. The ethanol is removed and heptane added. Further azeotropic distillations are performed using heptane to remove any residual ethanol. The solvent is removed in vacuo to afford (2R,4S)-4-amino-5-biphenyl-4-yl-2-methylpentanoic acid et...